From a dataset of the Open Reaction Database (ORD), a public repository of structured organic reaction records. describe an organic reaction: reactants, conditions, products, and yield Starting materials: BrC=1C(N(N=CC1N1CC(N(CC1)C)=O)CC1=CC=C(C=C1)F)=O (4-bromo-2-(4-fluorobenzyl)-5-(4-methyl-3-oxopiperazin-1-yl)pyridazin-3(2H)-one), C1(CCCCC1)C(C1CCCCC1)N (dicyclohexylmethylamine), CO (methanol), resultant mixture, CO (methanol). Reagents/catalysts: CC(C)([P](C(C)(C)C)([Pd][P](C(C)(C)C)(C(C)(C)C)C(C)(C)C)C(C)(C)C)C (bis-(tri-t-butylphosphine)palladium (0)). Reaction conditions: temperature 90 celsius. The product is FC1=CC=C(CN2N=CC3=C(C2=O)C(=C2N3CCN(C2=O)C)O)C=C1 (2-(4-Fluorobenzyl)-10-hydroxy-8-methyl-7,8-dihydropyrazino[1′,2′:1,5]-pyrrolo[2,3-d]pyridazine-1,9(2H,6H)-dione). RXN SMILES: Br[C:2]1[C:3](=[O:24])[N:4]([CH2:16][C:17]2[CH:22]=[CH:21][C:20]([F:23])=[CH:19][CH:18]=2)[N:5]=[CH:6][C:7]=1[N:8]1[CH2:13][CH2:12][N:11]([CH3:14])[C:10](=[O:15])[CH2:9]1.C1(C(N)C2CCCCC2)CCCCC1.[CH3:39][OH:40]>CC(C)([P](C(C)(C)C)([Pd][P](C(C)(C)C)(C(C)(C)C)C(C)(C)C)C(C)(C)C)C>[F:23][C:20]1[CH:21]=[CH:22][C:17]([CH2:16][N:4]2[C:3](=[O:24])[C:2]3[C:39]([OH:40])=[C:9]4[C:10](=[O:15])[N:11]([CH3:14])[CH2:12][CH2:13][N:8]4[C:7]=3[CH:6]=[N:5]2)=[CH:18][CH:19]=1 |^1:43,49|. Procedure details: A mixture of 4-bromo-2-(4-fluorobenzyl)-5-(4-methyl-3-oxopiperazin-1-yl)pyridazin-3(2H)-one (0.2 g, 0.51 mmol), dicyclohexylmethylamine (0.15 g, 0.76 mmol), and bis-(tri-t-butylphosphine)palladium (0) (52 mg, 0.10 mmol) in anhydrous methanol (5 mL) was heated in a stainless steel pressure vessel under an atmosphere of carbon monoxide (250 psi) in an oil bath at 90° C. overnight. The resultant mixture was diluted with methanol, filtered through a pad of Celite. The filtrate was concentrated under... Reactants: C(CCCCC)[Mg]Br (hexylmagnesium bromide), Cl (HCl), FC1(C2=CC(=CC=C2C=2C=CC(=CC2C1(F)F)Br)Br)F (9,9,10,10-tetrafluoro-2,7-dibromo-9,10-dihydrophenanthrene), 1,3-bis(diphenylphosphine)propanenickel(lI) chloride, [Na+].[Cl-] (NaCl). Run in C1CCOC1 (THF), C1CCOC1 (THF). Conditions: temperature 0 celsius, time 4 hour. Yields the product FC1(C2=CC(=CC=C2C=2C=CC(=CC2C1(F)F)CCCCCC)CCCCCC)F (9,9,10,10-Tetrafluoro-2,7-dihexyl-9,10-dihydrophenanthrene). As a reaction SMILES: [F:1][C:2]1([F:20])[C:15]([F:17])([F:16])[C:14]2[CH:13]=[C:12](Br)[CH:11]=[CH:10][C:9]=2[C:8]2[C:3]1=[CH:4][C:5](Br)=[CH:6][CH:7]=2.[CH2:21]([Mg]Br)[CH2:22][CH2:23][CH2:24][CH2:25][CH3:26].Cl.[Na+].[Cl-]>C1COCC1>[F:1][C:2]1([F:20])[C:15]([F:17])([F:16])[C:14]2[CH:13]=[C:12]([CH2:21][CH2:22][CH2:23][CH2:24][CH2:25][CH3:26])[CH:11]=[CH:10][C:9]=2[C:8]2[C:3]1=[CH:4][C:5]([CH2:14][CH2:15][CH2:2][CH2:3][CH2:4][CH3:5])=[CH:6][CH:7]=2 |f:3.4|. Procedure: 4.1 g of 9,9,10,10-tetrafluoro-2,7-dibromo-9,10-dihydrophenanthrene are dissolved in 250 ml of THF and the solution is cooled to 0° C. 120 mg of 1,3-bis(diphenylphosphine)propanenickel(lI) chloride are added, and, at 0° C., 50 mmol of hexylmagnesium bromide in 100 ml of THF are added dropwise. Stirring is continued for 4 hours, and then for a further 18 hours at 50° C. The mixture is acidified with 1N HCl, the aqueous phase is saturated with NaCl and the phases are separated. The aqueous phase i... Reactants: C(C1=CC=CC=C1)C=1C(NC(NC1Cl)=O)=O (5-benzyl-6-chloro-1H-pyrimidine-2,4-dione), CC1(OB(OC1C)C1=CCC(CC1C)C1=CC=CC=C1)C (4,4,5,6-tetramethyl-2-(4-phenylcyclohex-1-enyl)-[1,3,2]dioxaborolane), bis[di-tert-butyl(4-dimethylaminophenyl)phosphine]dichloropalladium(II), [F-].[Cs+] (cesium fluoride). Solvent: O1CCOCC1 (1,4-dioxane), O (water), [Cl-].[NH4+] (ammonium chloride). Reaction conditions: temperature 140 celsius. Product: C(C1=CC=CC=C1)C=1C(NC(NC1C1=CCC(CC1)C1=CC=CC=C1)=O)=O (5-Benzyl-6-(4-phenylcyclohex-1-enyl)-1H-pyrimidine-2,4-dione). Isolated yield 31.7%. As a reaction SMILES: [CH2:1]([C:8]1[C:9](=[O:16])[NH:10][C:11](=[O:15])[NH:12][C:13]=1Cl)[C:2]1[CH:7]=[CH:6][CH:5]=[CH:4][CH:3]=1.CC1(C)C(C)OB([C:24]2[CH:29](C)[CH2:28][CH:27]([C:31]3[CH:36]=[CH:35][CH:34]=[CH:33][CH:32]=3)[CH2:26][CH:25]=2)O1.[F-].[Cs+]>O1CCOCC1.O.[Cl-].[NH4+]>[CH2:1]([C:8]1[C:9](=[O:16])[NH:10][C:11](=[O:15])[NH:12][C:13]=1[C:34]1[CH2:35][CH2:36][CH:31]([C:27]2[CH:26]=[CH:25][CH:24]=[CH:29][CH:28]=2)[CH2:32][CH:33]=1)[C:2]1[CH:7]=[CH:6][CH:5]=[CH:4][CH:3]=1 |f:2.3,6.7|. Reported procedure: A mixture of 5-benzyl-6-chloro-1H-pyrimidine-2,4-dione (WO06014394) (1.0 g), 4,4,5,6-tetramethyl-2-(4-phenylcyclohex-1-enyl)-[1,3,2]dioxaborolane (1.4 g), bis[di-tert-butyl(4-dimethylaminophenyl)phosphine]dichloropalladium(II) (0.06 g) and cesium fluoride (1.92 g) in 1,4-dioxane (18 mL) and water (2 mL) was heated at 140° C. in a microwave reactor for 20 minutes. The resulting mixture was diluted with saturated aqueous ammonium chloride and filtered to remove the precipitate. The filtrate was ex... Starting materials: CC(=C)C=CC (2-methyl-1,3-pentadiene), CC(/C=C/C(=O)OCC)C (ethyl trans-4-methyl-2-pentenoate). The product is CC1C(C(CC(=C1)C)C(C)C)C(=O)OCC (ethyl 2,4-dimethyl-6-isopropyl-3-cyclohexene-1-carboxylate). RXN SMILES: [CH3:1][C:2]([CH:4]=[CH:5][CH3:6])=[CH2:3].[CH3:7][CH:8]([CH3:16])/[CH:9]=[CH:10]/[C:11]([O:13][CH2:14][CH3:15])=[O:12]>>[CH3:6][CH:5]1[CH:4]=[C:2]([CH3:3])[CH2:1][CH:9]([CH:8]([CH3:16])[CH3:7])[CH:10]1[C:11]([O:13][CH2:14][CH3:15])=[O:12]. Reported procedure: A mixture of 82 g (1.0 mol) of 2-methyl-1,3-pentadiene and 92.3 g (0.65 mol) of ethyl trans-4-methyl-2-pentenoate was heated at 175°-185° C. in an autoclave for 6 hours. After cooling, the reaction mixture was distilled. 57 g were obtained of the desired compound as a mixture of approx. 60% cis-trans- and 40% trans-trans-isomer. b.p.: 90°-91° C./0.7 kPa, NMR (cis-trans-isomer): 0.75 (3H, d, J=7 Hz); 0.8-1.0 (6H, d.d., J=7 Hz); 1.25 (3H, t, J=7 Hz); 1.64 (3H, broad s); 1.5-2.6 (6H); 4.09 (2H, k, ... Starting materials: CCOC(C)=O, CC(C)[Si](Cl)(C(C)C)C(C)C, CN(C)C=O, O, O=C1COc2cc(O)ccc21, c1c[nH]cn1. Yields the product CC(C)[Si](Oc1ccc2c(c1)OCC2=O)(C(C)C)C(C)C. RXN SMILES: [CH3:28][CH2:29][O:30][C:31]([CH3:32])=[O:33].[Cl:17][Si:18]([CH:19]([CH3:20])[CH3:21])([CH:22]([CH3:23])[CH3:24])[CH:25]([CH3:26])[CH3:27].[O:34]=[CH:35][N:36]([CH3:37])[CH3:38].[OH2:39].[OH:1][c:2]1[cH:3][c:4]2[c:5]([cH:10][cH:11]1)[C:6](=[O:9])[CH2:7][O:8]2.[nH:12]1[cH:13][cH:14][n:15][cH:16]1>>[O:1]([c:2]1[cH:3][c:4]2[c:5]([cH:10][cH:11]1)[C:6](=[O:9])[CH2:7][O:8]2)[Si:18]([CH:19]([CH3:20])[CH3:21])([CH:22]([CH3:23])[CH3:24])[CH:25]([CH3:26])[CH3:27]. The reactants are ClC=1C=C(C=CC1)S(=O)(=O)Cl (3-chlorobenzenesulfonyl chloride), Br.NCC(=O)N[C@@H]1[C@@H](CCCC1)NC(C1=CC=C(C=C1)S(=O)(=O)N)=O (N-(cis)-{2-[(aminoacetyl)amino]cyclohexyl}-4-(aminosulfonyl)benzamide hydrogen bromide), CCOC(=O)C (EtOAc). Solvent: CN(C)C=O (DMF). Conditions: time 8 hour. Product: NS(=O)(=O)C1=CC=C(C(=O)N[C@H]2[C@H](CCCC2)NC(CNS(=O)(=O)C2=CC(=CC=C2)Cl)=O)C=C1 (4-(Aminosulfonyl)-N-{(cis)-2-[({[(3-chlorophenyl)sulfonyl]amino}acetyl)amino]cyclohexyl}benzamide). Isolated yield 29.4%. As a reaction SMILES: Br.[NH2:2][CH2:3][C:4]([NH:6][C@H:7]1[CH2:12][CH2:11][CH2:10][CH2:9][C@H:8]1[NH:13][C:14](=[O:25])[C:15]1[CH:20]=[CH:19][C:18]([S:21]([NH2:24])(=[O:23])=[O:22])=[CH:17][CH:16]=1)=[O:5].[Cl:26][C:27]1[CH:28]=[C:29]([S:33](Cl)(=[O:35])=[O:34])[CH:30]=[CH:31][CH:32]=1.CCOC(C)=O>CN(C=O)C>[NH2:24][S:21]([C:18]1[CH:17]=[CH:16][C:15]([C:14]([NH:13][C@@H:8]2[CH2:9][CH2:10][CH2:11][CH2:12][C@@H:7]2[NH:6][C:4](=[O:5])[CH2:3][NH:2][S:33]([C:29]2[CH:30]=[CH:31][CH:32]=[C:27]([Cl:26])[CH:28]=2)(=[O:35])=[O:34])=[O:25])=[CH:20][CH:19]=1)(=[O:23])=[O:22] |f:0.1|. Reported procedure: N-(cis)-{2-[(aminoacetyl)amino]cyclohexyl}-4-(aminosulfonyl)benzamide hydrogen bromide, (61b), (70 mg) was dissolved in DMF (2.5 mL) prior to the addition of 3-chlorobenzenesulfonyl chloride (51 mg). After stirring overnight, EtOAc was added and the solution was washed with 1N HCl. The EtOAc was dried, filtered, and concentrated. Reverse phase HPLC purification (gradient elution, water/acetonitrile/TFA) of the resulting residue provided the title benzamide (25 mg). MS found: (M+H)+=530.1. The reactants are C[C@@]1(NC=2N(C(C=C(N2)N2CCOCC2)=O)C1)C(F)(F)F ((2S)-2-methyl-7-morpholin-4-yl-2-trifluoromethyl-2,3-dihydro-1H-imidazo[1,2-a]pyrimidin-5-one), BrCC1=CSC2=C1C=C(C=C2)Cl (3-(bromomethyl)-5-chloro-1-benzothiophene), C([O-])([O-])=O.[Cs+].[Cs+] (caesium carbonate). Product: ClC=1C=CC2=C(C(=CS2)CN2[C@@](CN3C2=NC(=CC3=O)N3CCOCC3)(C(F)(F)F)C)C1 ((2S)-1-[(5-Chloro-1-benzothiophen-3-yl)methyl]-2-methyl-7-(morpholin-4-yl)-2-(trifluoromethyl)-2,3-dihydroimidazo[1,2-a]pyrimidin-5(1H)-one). RXN SMILES: [CH3:1][C@@:2]1([C:18]([F:21])([F:20])[F:19])[CH2:17][N:5]2[C:6](=[O:16])[CH:7]=[C:8]([N:10]3[CH2:15][CH2:14][O:13][CH2:12][CH2:11]3)[N:9]=[C:4]2[NH:3]1.Br[CH2:23][C:24]1[C:28]2[CH:29]=[C:30]([Cl:33])[CH:31]=[CH:32][C:27]=2[S:26][CH:25]=1.C(=O)([O-])[O-].[Cs+].[Cs+]>>[Cl:33][C:30]1[CH:31]=[CH:32][C:27]2[S:26][CH:25]=[C:24]([CH2:23][N:3]3[C:4]4=[N:9][C:8]([N:10]5[CH2:11][CH2:12][O:13][CH2:14][CH2:15]5)=[CH:7][C:6](=[O:16])[N:5]4[CH2:17][C@@:2]3([CH3:1])[C:18]([F:21])([F:19])[F:20])[C:28]=2[CH:29]=1 |f:2.3.4|. Reported procedure: The product is prepared according to the procedure described in stage k of Example 1, using 100 mg of (2S)-2-methyl-7-morpholin-4-yl-2-trifluoromethyl-2,3-dihydro-1H-imidazo[1,2-a]pyrimidin-5-one (Example 1j) and 103 mg of 3-(bromomethyl)-5-chloro-1-benzothiophene, replacing the sodium hydride with caesium carbonate. After purification by preparative HPLC/MS (method C), 49 mg of (2S)-1-[(5-chloro-1-benzothiophen-3-yl)methyl]-2-methyl-7-(morpholin-4-yl)-2-(trifluoromethyl)-2,3-dihydroimidazo[1,2-... The reactants are Cl (hydrochloric acid), CC1=C(C=C(C(=C1)C(C)(C)C)O)CC(=O)Cl (2-methyl-4-t-butyl-5-hydroxyphenylacetyl chloride), C1(=CC=CC=C1)C (toluene), C(CCCCCCCCCCC)O (dodecyl alcohol). Run in N1=CC=CC=C1 (pyridine), N1=CC=CC=C1 (pyridine). Reaction conditions: time 8 hour. The product is CC1=C(C=C(C(=C1)C(C)(C)C)O)CC(=O)OCCCCCCCCCCCC (dodecyl 2-methyl-4-t-butyl-5-hydroxyphenylacetate). The yield is 84.9%. Reaction SMILES: [CH3:1][C:2]1[CH:7]=[C:6]([C:8]([CH3:11])([CH3:10])[CH3:9])[C:5]([OH:12])=[CH:4][C:3]=1[CH2:13][C:14](Cl)=[O:15].C1(C)C=CC=CC=1.[CH2:24]([OH:36])[CH2:25][CH2:26][CH2:27][CH2:28][CH2:29][CH2:30][CH2:31][CH2:32][CH2:33][CH2:34][CH3:35].Cl>N1C=CC=CC=1>[CH3:1][C:2]1[CH:7]=[C:6]([C:8]([CH3:11])([CH3:9])[CH3:10])[C:5]([OH:12])=[CH:4][C:3]=1[CH2:13][C:14]([O:36][CH2:24][CH2:25][CH2:26][CH2:27][CH2:28][CH2:29][CH2:30][CH2:31][CH2:32][CH2:33][CH2:34][CH3:35])=[O:15]. Procedure: Into a 500-ml four-necked flask, were charged 24.1 g of 2-methyl-4-t-butyl-5-hydroxyphenylacetyl chloride, 300 ml of toluene and 50 ml of pyridine. After replacing air in the reactor by nitrogen, 18.7 g of dodecyl alcohol was added to the mixture at 30° to 40° C., and then the reaction was continued at 30° to 40° C. for about 8 hours. After completion of the reaction, pyridine was neutralized with diluted hydrochloric acid, and the reaction mixture was washed with water, dried over anhydrons sod... Reactants: O=[N+]([O-])c1ccc(Br)nc1, O=C([O-])[O-], CNCCN(C)C, [K+], [K+], CN(C)C=O. The product is CN(C)CCN(C)c1ccc([N+](=O)[O-])cn1. As a reaction SMILES: [Br:14][c:15]1[n:16][cH:17][c:18]([N+:21](=[O:22])[O-:23])[cH:19][cH:20]1.[C:1](=[O:2])([O-:3])[O-:4].[CH3:7][N:8]([CH2:9][CH2:10][NH:11][CH3:12])[CH3:13].[K+:5].[K+:6].[O:24]=[CH:25][N:26]([CH3:27])[CH3:28]>>[CH3:7][N:8]([CH2:9][CH2:10][N:11]([CH3:12])[c:15]1[n:16][cH:17][c:18]([N+:21](=[O:22])[O-:23])[cH:19][cH:20]1)[CH3:13].